This data is from the Open Reaction Database (ORD), a public repository of structured organic reaction records. The task is: describe an organic reaction: reactants, conditions, products, and yield The reactants are SC=1[Se]C2=C(N1)C=CC=C2 (2-mercaptobenzselenazole), BrCC(C(=O)OCC)=O (ethyl bromopyruvate). Run in CC#N (MeCN), ClCCl (dichloromethane). Conditions: time 30 minute. Yields the product C(C)OC(C(CSC=1[Se]C2=C(N1)C=CC=C2)=O)=O (3-(benzoselenazol-2-ylsulfanyl)-2-oxo-propionic acid ethyl ester). Yield: 88.7%. As a reaction SMILES: [SH:1][C:2]1[Se:3][C:4]2[CH:10]=[CH:9][CH:8]=[CH:7][C:5]=2[N:6]=1.Br[CH2:12][C:13](=[O:19])[C:14]([O:16][CH2:17][CH3:18])=[O:15]>CC#N.ClCCl>[CH2:17]([O:16][C:14](=[O:15])[C:13](=[O:19])[CH2:12][S:1][C:2]1[Se:3][C:4]2[CH:10]=[CH:9][CH:8]=[CH:7][C:5]=2[N:6]=1)[CH3:18]. Procedure details: To a suspension of 2-mercaptobenzselenazole (418 mg, 2 mmol) in 4 mL of MeCN and 4 mL of dichloromethane with vigorous stirring was added dropwise, ethyl bromopyruvate (290 mg, 2 mmol). The resulting mixture was stirred for 5 h. It was allowed to settle for 30 min and then filtered. The solid was washed with EtOAc/hexanes (1:1, 2×8 mL) and dried in high vacuum to afford 3-(benzoselenazol-2-ylsulfanyl)-2-oxo-propionic acid ethyl ester as a white powder (582 mg, 89%). 1H-NMR (DMSO-d6, 300 MHz) δ (...